From a dataset of the Open Reaction Database (ORD), a public repository of structured organic reaction records. describe an organic reaction: reactants, conditions, products, and yield Reactants: IC1=CC=C(C(=O)N)C=C1 (4-iodobenzamide), COC=1C=CC(=CC1)P2(=S)SP(=S)(S2)C=3C=CC(=CC3)OC (Lawesson's reagent). Solvent: O1CCCC1 (tetrahydrofuran). Yields the product IC1=CC=C(C(=S)N)C=C1 (4-Iodothiobenzamide). Isolated yield 134.5%. As a reaction SMILES: [I:1][C:2]1[CH:10]=[CH:9][C:5]([C:6]([NH2:8])=O)=[CH:4][CH:3]=1.COC1C=CC(P2(SP(C3C=CC(OC)=CC=3)(=S)S2)=[S:20])=CC=1>O1CCCC1>[I:1][C:2]1[CH:10]=[CH:9][C:5]([C:6]([NH2:8])=[S:20])=[CH:4][CH:3]=1. Procedure: A mixture of 2.1 g of 4-iodobenzamide, 30 ml of tetrahydrofuran, and 2 g of Lawesson's reagent was heated to reflux for 1 hour. It was partitioned between toluene and 10% aqueous sodium carbonate solution. The organic phase was dried and evaporated. The crude product was passed over a plug of silica gel using acetone/hexane 1:1 for elution. Crystallization from methylene chloride/hexane gave 1.75 g of yellow crystals with m.p. 163-165° C. Starting materials: CC(C)(C)OC(=O)NCc1ccc(-c2ccc3ncnc(Nc4ccc(OCc5cccc(F)c5)c(Cl)c4)c3c2)o1, ClCCl, O=C(O)C(F)(F)F. The product is NCc1ccc(-c2ccc3ncnc(Nc4ccc(OCc5cccc(F)c5)c(Cl)c4)c3c2)o1. RXN SMILES: [C:1]([O:2][C:3](=[O:4])[NH:7][CH2:8][c:9]1[o:10][c:11](-[c:14]2[cH:15][c:16]3[c:17]([NH:24][c:25]4[cH:26][c:27]([Cl:40])[c:28]([O:31][CH2:32][c:33]5[cH:34][c:35]([F:39])[cH:36][cH:37][cH:38]5)[cH:29][cH:30]4)[n:18][cH:19][n:20][c:21]3[cH:22][cH:23]2)[cH:12][cH:13]1)([CH3:5])([CH3:6])[CH3:41].[Cl:49][CH2:50][Cl:51].[F:42][C:43]([F:44])([F:45])[C:46]([OH:47])=[O:48]>>[NH2:7][CH2:8][c:9]1[o:10][c:11](-[c:14]2[cH:15][c:16]3[c:17]([NH:24][c:25]4[cH:26][c:27]([Cl:40])[c:28]([O:31][CH2:32][c:33]5[cH:34][c:35]([F:39])[cH:36][cH:37][cH:38]5)[cH:29][cH:30]4)[n:18][cH:19][n:20][c:21]3[cH:22][cH:23]2)[cH:12][cH:13]1.